From a dataset of the Open Reaction Database (ORD), a public repository of structured organic reaction records. describe an organic reaction: reactants, conditions, products, and yield Starting materials: ClC=1C=CC2=C(C(CC=3C(=NC=CC3)C2=C2CCNCC2)=O)C1 (8-Chloro-11-(4-piperidylidene)-5,11-dihydro-6H-benzo[5,6]cyclohepta[1,2-b]pyridin-6-one), O (water), [BH4-].[Na+] (NaBH4). The solvent is CO (CH3OH), C(Cl)Cl (CH2Cl2), CO (CH3OH). Conditions: time 30 minute. Product: N (NH3), OC1CC=2C(=NC=CC2)C(C2=C1C=C(C=C2)Cl)=C2CCNCC2 (6-Hydroxy-8-chloro-11-(4-piperidylidene)-6,11-dihydro-5H-benzo[5,6]cyclohepta[1,2-b]pyridine). As a reaction SMILES: [Cl:1][C:2]1[CH:3]=[CH:4][C:5]2[C:15](=[C:16]3[CH2:21][CH2:20][NH:19][CH2:18][CH2:17]3)[C:10]3=[N:11][CH:12]=[CH:13][CH:14]=[C:9]3[CH2:8][C:7](=[O:22])[C:6]=2[CH:23]=1.[BH4-].[Na+].O>CO.C(Cl)Cl>[NH3:11].[OH:22][CH:7]1[C:6]2[CH:23]=[C:2]([Cl:1])[CH:3]=[CH:4][C:5]=2[C:15](=[C:16]2[CH2:21][CH2:20][NH:19][CH2:18][CH2:17]2)[C:10]2=[N:11][CH:12]=[CH:13][CH:14]=[C:9]2[CH2:8]1 |f:1.2|. Reported procedure: Mix the title compound of Example 1, (0.29 g, 0.893 mmol) in CH3OH (14 mL) at 0° C. under an argon atmosphere. Add NaBH4 (165 mg, 4.36 mmol) in 3 portions. After 30 minutes, pour the mixture into water and extract (3X) with CH2Cl2. Combine the organic portions, wash once with brine, dry over sodium sulfate, filter and concentrate in vacuo to give a crude product. Purifiy via flash chromatography [5-10% CH3OH saturated with NH3 in CH2Cl2 ] to give the title compound, which can be triturated with ... Starting materials: C1CCOC1, CC(C)[N-]C(C)C, COCCl, CCOC(C)=O, [Li+], CCOC(=O)C1CCN(C(=O)OC(C)(C)C)CC1. The product is CCOC(=O)C1(COC)CCN(C(=O)OC(C)(C)C)CC1. RXN SMILES: [CH2:37]1[O:38][CH2:39][CH2:40][CH2:41]1.[CH3:20][CH:21]([N-:22][CH:23]([CH3:24])[CH3:25])[CH3:26].[CH3:27][O:28][CH2:29][Cl:30].[CH3:31][CH2:32][O:33][C:34](=[O:35])[CH3:36].[Li+:19].[N:1]1([C:12](=[O:13])[O:14][C:15]([CH3:16])([CH3:17])[CH3:18])[CH2:2][CH2:3][CH:4]([C:7](=[O:8])[O:9][CH2:10][CH3:11])[CH2:5][CH2:6]1>>[N:1]1([C:12](=[O:13])[O:14][C:15]([CH3:16])([CH3:17])[CH3:18])[CH2:2][CH2:3][C:4]([C:7](=[O:8])[O:9][CH2:10][CH3:11])([CH2:29][O:28][CH3:27])[CH2:5][CH2:6]1. Starting materials: C(C1=CC=CC=C1)OC1=C(C(=O)OCC2=CC=CC=C2)C(=C(C(=N1)C1=CC=2C=C3N(C2C=C1)CC(C3)NC)C)OCC3=CC=CC=C3 (benzyl 2,4-bis(benzyloxy)-5-methyl-6-(2-(methylamino)-2,3-dihydro-1H-pyrrolo[1,2-a]indol-7-yl)nicotinate), C(C)(=O)O[BH-](OC(C)=O)OC(C)=O.[Na+] (sodium triacetoxyborohydride). The reagents and catalysts are C=O (formaldehyde). Solvent: ClCCCl (1,2-dichloroethane). Conditions: time 30 minute. The product is C(C1=CC=CC=C1)OC1=C(C(=O)OCC2=CC=CC=C2)C(=C(C(=N1)C1=CC=2C=C3N(C2C=C1)CC(C3)N(C)C)C)OCC3=CC=CC=C3 (benzyl 2,4-bis(benzyloxy)-6-(2-(dimethylamino)-2,3-dihydro-1H-pyrrolo[1,2-a]indol-7-yl)-5-methylnicotinate). Yield: 78.4%. As a reaction SMILES: [CH2:1]([O:8][C:9]1[N:24]=[C:23]([C:25]2[CH:33]=[CH:32][C:31]3[N:30]4[CH2:34][CH:35]([NH:37][CH3:38])[CH2:36][C:29]4=[CH:28][C:27]=3[CH:26]=2)[C:22]([CH3:39])=[C:21]([O:40][CH2:41][C:42]2[CH:47]=[CH:46][CH:45]=[CH:44][CH:43]=2)[C:10]=1[C:11]([O:13][CH2:14][C:15]1[CH:20]=[CH:19][CH:18]=[CH:17][CH:16]=1)=[O:12])[C:2]1[CH:7]=[CH:6][CH:5]=[CH:4][CH:3]=1.[C:48](O[BH-](OC(=O)C)OC(=O)C)(=O)C.[Na+]>ClCCCl.C=O>[CH2:1]([O:8][C:9]1[N:24]=[C:23]([C:25]2[CH:33]=[CH:32][C:31]3[N:30]4[CH2:34][CH:35]([N:37]([CH3:48])[CH3:38])[CH2:36][C:29]4=[CH:28][C:27]=3[CH:26]=2)[C:22]([CH3:39])=[C:21]([O:40][CH2:41][C:42]2[CH:43]=[CH:44][CH:45]=[CH:46][CH:47]=2)[C:10]=1[C:11]([O:13][CH2:14][C:15]1[CH:16]=[CH:17][CH:18]=[CH:19][CH:20]=1)=[O:12])[C:2]1[CH:7]=[CH:6][CH:5]=[CH:4][CH:3]=1 |f:1.2|. Procedure: The product from Example 415, Step 2 (31 mg, 0.05 mmol) was dissolved in 1,2-dichloroethane (1 mL). Aqueous 30% formaldehyde (1 drop, ˜0.2 mmol) was added to the mixture, followed by sodium triacetoxyborohydride (21 mg, 0.1 mmol). The mixture stirred at room temperature for 30 min. The mixture was loaded directly to silica gel, eluting with 0-8% MeOH in CH2Cl2 to afford product (25 mg, 78%). LC-MS 638.3 [M+H]+, RT 1.21 min. Reactants: C(C)NC(NC1=CC=C(C=C1)C=1N=C(C2=C(N1)CN(CC2)C(=O)OC(C)(C)C)N2[C@H](COCC2)C)=O ((S)-tert-butyl 2-(4-(3-ethylureido)phenyl)-4-(3-methylmorpholino)-5,6-dihydropyrido[3,4-d]pyrimidine-7(8H)-carboxylate), CC1(OB(OC1(C)C)C1=CC=C(C=C1)NC(NCC(=O)O)=O)C (2-(3-(4-(4,4,5,5-tetramethyl-1,3,2-dioxaborolan-2-yl)phenyl)ureido)acetic acid), ClC=1N=C(C2=C(N1)CN(C2)C(=O)OCC)N2[C@H](COCC2)C ((S)-ethyl 2-chloro-4-(3-methylmorpholino)-5H-pyrrolo[3,4-d]pyrimidine-6(7H)-carboxylate), ClC=1N=C(C2=C(N1)CN(C2)C(=O)OCC)N2[C@H](COCC2)C ((S)-ethyl 2-chloro-4-(3-methylmorpholino)-5H-pyrrolo[3,4-d]pyrimidine-6(7H)-carboxylate). Reagents/catalysts: C1=CC=C(C=C1)P([C-]2C=CC=C2)C3=CC=CC=C3.C1=CC=C(C=C1)P([C-]2C=CC=C2)C3=CC=CC=C3.Cl[Pd]Cl.[Fe+2] ([1,1′-bis(diphenylphosphino)ferrocene]dichloropalladium(II)). The product is C(C)OC(=O)N1CC=2N=C(N=C(C2C1)N1[C@H](COCC1)C)C1=CC=C(C=C1)NC(NCC(=O)O)=O ((S)-2-(3-(4-(6-(ethoxycarbonyl)-4-(3-methylmorpholino)-6,7-dihydro-5H-pyrrolo[3,4-d]pyrimidin-2-yl)phenyl)ureido)acetic acid). As a reaction SMILES: C(NC(=O)NC1C=CC(C2N=C(N3CCOC[C@@H]3C)C3CCN(C(OC(C)(C)C)=O)CC=3N=2)=CC=1)C.Cl[C:38]1[N:39]=[C:40]([N:52]2[CH2:57][CH2:56][O:55][CH2:54][C@@H:53]2[CH3:58])[C:41]2[CH2:46][N:45]([C:47]([O:49][CH2:50][CH3:51])=[O:48])[CH2:44][C:42]=2[N:43]=1.CC1(C)C(C)(C)OB([C:67]2[CH:72]=[CH:71][C:70]([NH:73][C:74](=[O:80])[NH:75][CH2:76][C:77]([OH:79])=[O:78])=[CH:69][CH:68]=2)O1>C1C=CC(P(C2C=CC=CC=2)[C-]2C=CC=C2)=CC=1.C1C=CC(P(C2C=CC=CC=2)[C-]2C=CC=C2)=CC=1.Cl[Pd]Cl.[Fe+2]>[CH2:50]([O:49][C:47]([N:45]1[CH2:46][C:41]2[C:40]([N:52]3[CH2:57][CH2:56][O:55][CH2:54][C@@H:53]3[CH3:58])=[N:39][C:38]([C:67]3[CH:68]=[CH:69][C:70]([NH:73][C:74](=[O:80])[NH:75][CH2:76][C:77]([OH:79])=[O:78])=[CH:71][CH:72]=3)=[N:43][C:42]=2[CH2:44]1)=[O:48])[CH3:51] |f:3.4.5.6|. Procedure details: Method as described for intermediate 5, using (S)-ethyl 2-chloro-4-(3-methylmorpholino)-5H-pyrrolo[3,4-d]pyrimidine-6(7H)-carboxylate (intermediate 11) and 2-(3-(4-(4,4,5,5-tetramethyl-1,3,2-dioxaborolan-2-yl)phenyl)ureido)acetic acid as starting materials, and [1,1′-bis(diphenylphosphino)ferrocene]dichloropalladium(II) as catalyst. The mixture was filtered through a celite 545 pre-packed cartridge (2.5 g), washed with MeOH and solvent removed in vacuo. The residue was purified by prep HPLC (low... Reported procedure: 2-(1-Ethoxyethyl)oxymethylphenyl 5-methylisoxazol-3-yl ketone (4.34 g, 0.015 mol) was added to a mixture of methanol (30 ml), methoxyamine hydrochloride (2.51 g, 0.03 mol) and 28% sodium methylate/methanol solution (7.23 g, 0.0375 mol), and the mixture was stirred under reflux for 3 hours. After completion of the reaction, half-saturated brine (200 ml) was added, and the mixture was extracted with dichloromethane (100 ml) twice. The extracts were dried over anhydrous magnesium sulfate and concen... Product: CON=C(C1=C(C=CC=C1)COC(C)OCC)C1=NOC(=C1)C (2-(1-ethoxyethyl)oxymethylphenyl 5-methylisoxazol-3-yl ketone O-methyloxime). Reaction SMILES: [CH3:1][C:2]1[O:6][N:5]=[C:4]([C:7]([C:9]2[CH:14]=[CH:13][CH:12]=[CH:11][C:10]=2[CH2:15][O:16][CH:17]([O:19][CH2:20][CH3:21])[CH3:18])=O)[CH:3]=1.CO.Cl.[CH3:25][O:26][NH2:27].C[O-].[Na+].CO>[Cl-].[Na+].O>[CH3:25][O:26][N:27]=[C:7]([C:4]1[CH:3]=[C:2]([CH3:1])[O:6][N:5]=1)[C:9]1[CH:14]=[CH:13][CH:12]=[CH:11][C:10]=1[CH2:15][O:16][CH:17]([O:19][CH2:20][CH3:21])[CH3:18] |f:2.3,4.5.6,7.8.9|. The reactants are CC1=CC(=NO1)C(=O)C1=C(C=CC=C1)COC(C)OCC (2-(1-Ethoxyethyl)oxymethylphenyl 5-methylisoxazol-3-yl ketone), CO (methanol), Cl.CON (methoxyamine hydrochloride), C[O-].[Na+].CO (sodium methylate methanol). The yield is 90.5%. Solvent: [Cl-].[Na+].O (brine). The reactants are FC1=C(C=CC(=C1)C(F)(F)F)C1=CN=CC=2[C@@H](CCCC12)N ((+)-(R)-4-(2-Fluoro-4-(trifluoromethyl)phenyl)-5,6,7,8-tetrahydroisoquinolin-8-amine), C(C)(=O)O (acetic acid). Product: FC1=C(C=CC(=C1)C(F)(F)F)C1=CN=CC=2[C@@H](CCCC12)NC(C)=O ((+)-(R)—N-(4-(2-Fluoro-4-(trifluoromethyl)phenyl)-5,6,7,8-tetrahydroisoquinolin-8-yl)acetamide). Yield: 90.0%. As a reaction SMILES: [F:1][C:2]1[CH:7]=[C:6]([C:8]([F:11])([F:10])[F:9])[CH:5]=[CH:4][C:3]=1[C:12]1[C:21]2[CH2:20][CH2:19][CH2:18][C@@H:17]([NH2:22])[C:16]=2[CH:15]=[N:14][CH:13]=1.[C:23](O)(=[O:25])[CH3:24]>>[F:1][C:2]1[CH:7]=[C:6]([C:8]([F:9])([F:11])[F:10])[CH:5]=[CH:4][C:3]=1[C:12]1[C:21]2[CH2:20][CH2:19][CH2:18][C@@H:17]([NH:22][C:23](=[O:25])[CH3:24])[C:16]=2[CH:15]=[N:14][CH:13]=1. Reported procedure: In analogy to the procedure described for the preparation of intermediate A-4 [D], (+)-(R)-4-(2-fluoro-4-(trifluoromethyl)phenyl)-5,6,7,8-tetrahydroisoquinolin-8-amine (example 74) and acetic acid gave the title compound as off-white amorphous solid in 90% yield. MS: 353.1 (M+H+). Reactants: Cl (HCl), BrCC1=CC=C(C=C1C(=O)OC)[N+](=O)[O-] (Methyl 6-bromomethyl-3-nitrobenzoate), C(C1=CC=CC=C1)OC(C[C@H](NC(CNC(=O)OC(C)(C)C)=O)C)=O (N-t-Butoxycarbonylglycyl-3(R)-methyl-β-alanine benzyl ester), CN(C)C (trimethylamine). The solvent is C(C)#N (acetonitrile). Product: C(C1=CC=CC=C1)OC(C[C@H](NC(CN1C(C2=CC(=CC=C2C1)[N+](=O)[O-])=O)=O)C)=O (N-{[6-Nitro-2,3-dihydro-1(1H)-isoindolone-2-yl]acetyl}-3(R)-methyl-β-alanine benzyl ester). RXN SMILES: Br[CH2:2][C:3]1[C:8]([C:9]([O:11]C)=O)=[CH:7][C:6]([N+:13]([O-:15])=[O:14])=[CH:5][CH:4]=1.[CH2:16]([O:23][C:24](=[O:40])[CH2:25][C@@H:26]([CH3:39])[NH:27][C:28](=[O:38])[CH2:29][NH:30]C(OC(C)(C)C)=O)[C:17]1[CH:22]=[CH:21][CH:20]=[CH:19][CH:18]=1.CN(C)C.Cl>C(#N)C>[CH2:16]([O:23][C:24](=[O:40])[CH2:25][C@@H:26]([CH3:39])[NH:27][C:28](=[O:38])[CH2:29][N:30]1[CH2:2][C:3]2[C:8](=[CH:7][C:6]([N+:13]([O-:15])=[O:14])=[CH:5][CH:4]=2)[C:9]1=[O:11])[C:17]1[CH:18]=[CH:19][CH:20]=[CH:21][CH:22]=1. Procedure: Methyl 6-bromomethyl-3-nitrobenzoate (430 mg, 1.64 mmol), N-glycyl-3(R)-methyl-β-alanine benzyl ester hydrochloride 2-4 (611 mg, 2.13 mmol) and trimethylamine (0.68 mL, 4.92 mmol) were stirred fin acetonitrile (10 mL) for 16 hours. The solution was poured into 1N HCl and extracted with EtOAc (3×), washed with brine, dried (MgSO4) and evaporated. Purification by column chromatography eluting with EtOAc afforded 2-6 as a solid. Rf (silica; EtOAc)=0.45. ##STR60## N-{[6-Amino-2,3-dihydro-1(1H)-isoin... Reactants: C1=C(C=CC2=CC=CC=C12)O (2-Naphthol), N1CCCCC1 (piperidine), C(C=C)OC1=C(C=C(C=O)C=C1OC)Br (4-allyloxy-3-bromo-5-methoxy-benzaldehyde), C(CC#N)#N (malononitrile). The solvent is C(C)O (ethanol), O (water). Run at temperature 80 celsius. The product is C(C=C)OC1=C(C=C(C=C1OC)C1C(=C(OC2=CC3=C(C=C12)C=CC=C3)N)C#N)Br (4-(4-Allyloxy-3-bromo-5-methoxy-phenyl)-2-amino-4H-benzo[g]chromene-3-Carbonitrile). RXN SMILES: [CH:1]1[C:10]2[C:5](=[CH:6][CH:7]=[CH:8][CH:9]=2)[CH:4]=[CH:3][C:2]=1[OH:11].[CH2:12]([O:15][C:16]1[C:23]([O:24][CH3:25])=[CH:22][C:19]([CH:20]=O)=[CH:18][C:17]=1[Br:26])[CH:13]=[CH2:14].[C:27](#[N:31])[CH2:28][C:29]#[N:30].N1CCCCC1>C(O)C.O>[CH2:12]([O:15][C:16]1[C:23]([O:24][CH3:25])=[CH:22][C:19]([CH:20]2[C:3]3[C:2](=[CH:1][C:10]4[CH:9]=[CH:8][CH:7]=[CH:6][C:5]=4[CH:4]=3)[O:11][C:27]([NH2:31])=[C:28]2[C:29]#[N:30])=[CH:18][C:17]=1[Br:26])[CH:13]=[CH2:14]. Procedure details: 2-Naphthol (170 mg, 1.2 mmol), 4-allyloxy-3-bromo-5-methoxy-benzaldehyde (271 mg, 1 mmol) and malononitrile (66 mg, 1 mmol) were taken in 7 ml ethanol at room temperature, charged with piperidine (50 μL) and then stirred at 80° C. under LC-MS control till the reaction was complete. The reaction mixture was cooled down to room temperature, diluted with 10 ml water, stirred for 2 h at room temperature, solids were collected by filtration, washed with 1:1 mixture of ethanol/water and dried (235 mg,... Reaction SMILES: C([O:3][C:4](=[O:18])[CH2:5][O:6][C:7]1[CH:12]=[CH:11][C:10]([Br:13])=[CH:9][C:8]=1[C:14](=O)[CH2:15]Br)C.[C:19]([NH2:27])(=[S:26])[C:20]1[CH:25]=[CH:24][CH:23]=[CH:22][CH:21]=1>>[Br:13][C:10]1[CH:11]=[CH:12][C:7]([O:6][CH2:5][C:4]([OH:3])=[O:18])=[C:8]([C:14]2[N:27]=[C:19]([C:20]3[CH:25]=[CH:24][CH:23]=[CH:22][CH:21]=3)[S:26][CH:15]=2)[CH:9]=1. Reactants: C(C)OC(COC1=C(C=C(C=C1)Br)C(CBr)=O)=O ([4-bromo-2-(2-bromoacetyl)phenoxy]acetic acid ethyl ester), C(C1=CC=CC=C1)(=S)N (thiobenzamide). Reported procedure: Title compound was prepared from [4-bromo-2-(2-bromoacetyl)phenoxy]acetic acid ethyl ester and thiobenzamide according to GP5 and GP3: LC/MS (an10p8) Rt 2.69 min, m/z 390 [M+H]+. The product is BrC1=CC(=C(OCC(=O)O)C=C1)C=1N=C(SC1)C1=CC=CC=C1 ([4-Bromo-2-(2-phenylthiazol-4-yl)phenoxy]acetic acid).